From a dataset of the Open Reaction Database (ORD), a public repository of structured organic reaction records. describe an organic reaction: reactants, conditions, products, and yield The reactants are C(C1=CC=CC=C1)N1C(=C(C=2C1=C(N=C(C2)S)N2CC1=CC=CC=C1CC2)C)C (1-benzyl-7-(3,4-dihydro-1H-isoquinolin-2-yl)-2,3-dimethyl-1H-pyrrolo[2,3-c]pyridin-5-thiol), Cl (hydrochloric acid). The solvent is C(C)(=O)OCC (ethyl acetate). Product: Cl.C(C1=CC=CC=C1)N1C(=C(C=2C1=C(N=C(C2)S)N2CC1=CC=CC=C1CC2)C)C (1-benzyl-7-(3,4-dihydro-1H-isoquinolin-2-yl)-2,3-dimethyl-1H-pyrrolo[2,3-c]pyridin-5-thiol hydrochloride). As a reaction SMILES: [CH2:1]([N:8]1[C:12]2=[C:13]([N:18]3[CH2:27][CH2:26][C:25]4[C:20](=[CH:21][CH:22]=[CH:23][CH:24]=4)[CH2:19]3)[N:14]=[C:15]([SH:17])[CH:16]=[C:11]2[C:10]([CH3:28])=[C:9]1[CH3:29])[C:2]1[CH:7]=[CH:6][CH:5]=[CH:4][CH:3]=1.[ClH:30]>C(OCC)(=O)C>[ClH:30].[CH2:1]([N:8]1[C:12]2=[C:13]([N:18]3[CH2:27][CH2:26][C:25]4[C:20](=[CH:21][CH:22]=[CH:23][CH:24]=4)[CH2:19]3)[N:14]=[C:15]([SH:17])[CH:16]=[C:11]2[C:10]([CH3:28])=[C:9]1[CH3:29])[C:2]1[CH:3]=[CH:4][CH:5]=[CH:6][CH:7]=1 |f:3.4|. Reported procedure: A solution of 1-benzyl-7-(3,4-dihydro-1H-isoquinolin-2-yl)-2,3-dimethyl-1H-pyrrolo[2,3-c]pyridin-5-thiol prepared in Example 911 in ethyl acetate was saturated with hydrochloric acid gas and then filtered to give 15.2 mg of the titled compound as a white solid. RXN SMILES: [CH3:1][O:2][C:3]([NH:5][CH:6]=[CH:7][C:8]1[CH:18]=[CH:17][C:11]([O:12][CH2:13][CH:14]2[O:16][CH2:15]2)=[CH:10][CH:9]=1)=[O:4].[CH:19]([NH2:22])([CH3:21])[CH3:20]>C(O)(C)C>[CH3:1][O:2][C:3]([NH:5][CH:6]=[CH:7][C:8]1[CH:18]=[CH:17][C:11]([O:12][CH2:13][CH:14]([OH:16])[CH2:15][NH:22][CH:19]([CH3:21])[CH3:20])=[CH:10][CH:9]=1)=[O:4]. Solvent: C(C)(C)O (isopropanol). Starting materials: COC(=O)NC=CC1=CC=C(OCC2CO2)C=C1 (1-[p-(2-methoxycarbonylaminovinyl)-phenoxy]-2,3-epoxy-propane), C(C)(C)N (isopropylamine). The product is COC(=O)NC=CC1=CC=C(OCC(CNC(C)C)O)C=C1 (1-[p-(2-Methoxycarbonylaminovinyl)-phenoxy]-2-hydroxy-3-isopropylamino-propane). Procedure: 9.4 g (0.038 mol) of 1-[p-(2-methoxycarbonylaminovinyl)-phenoxy]-2,3-epoxy-propane are dissolved in 200 ml of isopropanol, 3.25 ml (0.038 mol) of isopropylamine are added and thereafter the mixture is heated to the boil for 3 hours, under a reflux condenser. It is then evaporated in vacuo and the resulting crude base is crystallised from acetone-ether. 1-[p-(2-Methoxycarbonylaminovinyl)-phenoxy]-2-hydroxy-3-isopropylamino-propane of melting point 128°-129° C. is obtained. The reactants are C1(=CC=CC=C1)C=1N=C2N(CCCC2)C1 (2-phenyl-5,6,7,8-tetrahydro-imidazo[1,2-a]pyridine), BrBr (bromine), C(=O)(O)[O-].[Na+] (NaHCO3). The solvent is C(Cl)Cl (CH2Cl2). The product is BrC1=C(N=C2N1CCCC2)C2=CC=CC=C2 (3-bromo-2-phenyl-5,6,7,8-tetrahydro-imidazo[1,2-a]pyridine). Isolated yield 82.0%. Reaction SMILES: [C:1]1([C:7]2[N:8]=[C:9]3[CH2:14][CH2:13][CH2:12][CH2:11][N:10]3[CH:15]=2)[CH:6]=[CH:5][CH:4]=[CH:3][CH:2]=1.[Br:16]Br.C([O-])(O)=O.[Na+]>C(Cl)Cl>[Br:16][C:15]1[N:10]2[CH2:11][CH2:12][CH2:13][CH2:14][C:9]2=[N:8][C:7]=1[C:1]1[CH:2]=[CH:3][CH:4]=[CH:5][CH:6]=1 |f:2.3|. Reported procedure: To a solution of 2-phenyl-5,6,7,8-tetrahydro-imidazo[1,2-a]pyridine (1.7 g, 8.9 mmol) in dry CH2Cl2 (55 mL) slowly add bromine (0.5 mL, 9.8 mmol) and stir at room temperature for 3 hours. Then, add a saturated aqueous solution of NaHCO3 (100 mL) and extract with CH2Cl2 (3×100 mL). Wash the combined organic layers with NaHSO3 (40%, 30 mL) followed by saturated aqueous sodium chloride (50 mL), dry (MgSO4), and concentrate in vacuo. Purify the residue by flash chromatography (SiO2, eluent:CH2Cl2 to... The reactants are O=C1C2CC(O)CN2C(=O)N1c1cc(NS(=O)(=O)CCl)c(Cl)cc1F, ClCCCl, CCN(CC)C(F)(F)C(F)F. The product is O=C1C2CC(F)CN2C(=O)N1c1cc(NS(=O)(=O)CCl)c(Cl)cc1F. Reaction SMILES: [Cl:1][CH2:2][S:3](=[O:4])(=[O:5])[NH:6][c:7]1[c:8]([Cl:25])[cH:9][c:10]([F:24])[c:11]([N:13]2[C:14](=[O:23])[N:15]3[CH:16]([C:17]2=[O:18])[CH2:19][CH:20]([OH:22])[CH2:21]3)[cH:12]1.[Cl:37][CH2:38][CH2:39][Cl:40].[F:26][C:27]([N:28]([CH2:29][CH3:30])[CH2:31][CH3:32])([F:33])[CH:34]([F:35])[F:36]>>[Cl:1][CH2:2][S:3](=[O:4])(=[O:5])[NH:6][c:7]1[c:8]([Cl:25])[cH:9][c:10]([F:24])[c:11]([N:13]2[C:14](=[O:23])[N:15]3[CH:16]([C:17]2=[O:18])[CH2:19][CH:20]([F:26])[CH2:21]3)[cH:12]1. Reactants: C(C)(C)(C)O[C@H](C(=O)OC)C=1C(=C2C(=NC1C)SC1=C2CCCC1)I (Methyl (2S)-tert-butoxy(4-iodo-2-methyl-5,6,7,8-tetrahydro[1]benzothieno[2,3-b]pyridin-3-yl)acetate), FC1=C(C=CC(=C1)C)B1OC(C(O1)(C)C)(C)C (2-(2-fluoro-4-methylphenyl)-4,4,5,5-tetramethyl-1,3,2-dioxaborolane). Yields the product C(C)(C)(C)O[C@H](C(=O)OC)C=1C(=C2C(=NC1C)SC1=C2CCCC1)C1=C(C=C(C=C1)C)F (Methyl (2S)-tert-butoxy[4-(2-fluoro-4-methylphenyl)-2-methyl-5,6,7,8-tetrahydro[1]benzothieno[2,3-b]pyridin-3-yl]acetate). Reaction SMILES: [C:1]([O:5][C@@H:6]([C:11]1[C:12](I)=[C:13]2[C:20]3[CH2:21][CH2:22][CH2:23][CH2:24][C:19]=3[S:18][C:14]2=[N:15][C:16]=1[CH3:17])[C:7]([O:9][CH3:10])=[O:8])([CH3:4])([CH3:3])[CH3:2].[F:26][C:27]1[CH:32]=[C:31]([CH3:33])[CH:30]=[CH:29][C:28]=1B1OC(C)(C)C(C)(C)O1>>[C:1]([O:5][C@@H:6]([C:11]1[C:12]([C:28]2[CH:29]=[CH:30][C:31]([CH3:33])=[CH:32][C:27]=2[F:26])=[C:13]2[C:20]3[CH2:21][CH2:22][CH2:23][CH2:24][C:19]=3[S:18][C:14]2=[N:15][C:16]=1[CH3:17])[C:7]([O:9][CH3:10])=[O:8])([CH3:4])([CH3:3])[CH3:2]. Procedure: The title compound was prepared from Methyl (2S)-tert-butoxy(4-iodo-2-methyl-5,6,7,8-tetrahydro[1]benzothieno[2,3-b]pyridin-3-yl)acetate (Preparation 16, 100 mg, 212 μmol) and 2-(2-fluoro-4-methylphenyl)-4,4,5,5-tetramethyl-1,3,2-dioxaborolane (Preparation 19, 99 mg, 424 μmol) using the same method as described in Example 44, Step 1 to yield 100 mg, 96%. Material obtained was a mixture of atropisomers, in a 2:1 ratio.